This data is from the Open Reaction Database (ORD), a public repository of structured organic reaction records. The task is: describe an organic reaction: reactants, conditions, products, and yield Reactants: CCOC(=O)CCCCC(NC(=O)c1ccccc1)c1ccc2ccccc2c1, CO, C[O-], CO, Cl, NO, [Na+], O. Product: O=C(CCCCC(NC(=O)c1ccccc1)c1ccc2ccccc2c1)NO. RXN SMILES: [C:1]([c:2]1[cH:3][cH:4][cH:5][cH:6][cH:7]1)(=[O:8])[NH:9][CH:10]([CH2:11][CH2:12][CH2:13][CH2:14][C:15](=[O:16])[O:17][CH2:18][CH3:19])[c:20]1[cH:21][c:22]2[cH:23][cH:24][cH:25][cH:26][c:27]2[cH:28][cH:29]1.[CH3:33][OH:34].[CH3:35][O-:36].[CH3:38][OH:39].[ClH:30].[NH2:31][OH:32].[Na+:37].[OH2:40]>>[C:1]([c:2]1[cH:3][cH:4][cH:5][cH:6][cH:7]1)(=[O:8])[NH:9][CH:10]([CH2:11][CH2:12][CH2:13][CH2:14][C:15](=[O:16])[NH:31][OH:32])[c:20]1[cH:21][c:22]2[cH:23][cH:24][cH:25][cH:26][c:27]2[cH:28][cH:29]1. Reactants: CCP(=O)(CCC#N)OC(C)C, CC(C)O, [H][H], N. Product: CCP(=O)(CCCN)OC(C)C. As a reaction SMILES: [C:1](#[N:2])[CH2:3][CH2:4][P:5]([O:6][CH:7]([CH3:8])[CH3:9])(=[O:10])[CH2:11][CH3:12].[CH:16]([OH:17])([CH3:18])[CH3:19].[H:14][H:15].[NH3:13]>>[CH2:1]([NH2:2])[CH2:3][CH2:4][P:5]([O:6][CH:7]([CH3:8])[CH3:9])(=[O:10])[CH2:11][CH3:12]. Starting materials: OC=1C=C(C=O)C=CC1 (3-hydroxybenzaldehyde), N1CCCCC1 (piperidine), N1(CCCCC1)CC=1C=C(C=CC1)O (3-piperidinomethylphenol), ClCCCN (3-chloropropylamine). Yields the product N1(CCCCC1)CC=1C=C(C=CC1)O (3-piperidinomethylphenol), NCCCOC=1C=C(CN2CCCCC2)C=CC1 (N-[3-(3-aminopropoxy)benzyl]piperidine). Reaction SMILES: OC1C=C(C=CC=1)C=O.[NH:10]1CC[CH2:13][CH2:12][CH2:11]1.[N:16]1([CH2:22][C:23]2[CH:24]=[C:25]([OH:29])[CH:26]=[CH:27][CH:28]=2)[CH2:21][CH2:20][CH2:19][CH2:18][CH2:17]1.ClCCCN>>[N:16]1([CH2:22][C:23]2[CH:24]=[C:25]([OH:29])[CH:26]=[CH:27][CH:28]=2)[CH2:21][CH2:20][CH2:19][CH2:18][CH2:17]1.[NH2:10][CH2:11][CH2:12][CH2:13][O:29][C:25]1[CH:24]=[C:23]([CH:28]=[CH:27][CH:26]=1)[CH2:22][N:16]1[CH2:21][CH2:20][CH2:19][CH2:18][CH2:17]1. Procedure details: First, 3-piperidinomethylphenol is synthesized from 3-hydroxybenzaldehyde and piperidine. The 3-piperidinomethylphenol is then reacted with 3-chloropropylamine to produce N-[3-(3-aminopropoxy)benzyl]piperidine, which is reacted with acetoxyacetyl chloride to obtain N-[3-(3-piperidinomethylphenoxy)propyl]hydroxyacetamide. Separately, tranexamic acid and carbobenzoxy chloride are reacted to produce N-carbobenzoxyaminomethylhexanecarboxy chloride. The two compounds thus obtained are then reacted fi... Reactants: CCC(CO)COCc1ccccc1, CN(C)c1ccncc1, ClCCl, O=C(O)CC(O)(CC(=O)O)C(=O)O, Cc1ccc(S(=O)(=O)Cl)cc1, c1ccncc1. The product is CCC(COCc1ccccc1)COS(=O)(=O)c1ccc(C)cc1. Reaction SMILES: [CH2:1]([CH3:2])[CH:3]([CH2:4][OH:5])[CH2:6][O:7][CH2:8][c:9]1[cH:10][cH:11][cH:12][cH:13][cH:14]1.[CH3:45][N:46]([CH3:47])[c:48]1[cH:49][cH:50][n:51][cH:52][cH:53]1.[Cl:54][CH2:55][Cl:56].[OH:32][C:33]([CH2:34][C:35]([C:36](=[O:37])[OH:38])([CH2:39][C:40](=[O:41])[OH:42])[OH:43])=[O:44].[S:15](=[O:16])(=[O:17])([c:18]1[cH:19][cH:20][c:21]([CH3:22])[cH:23][cH:24]1)[Cl:25].[cH:26]1[cH:27][cH:28][n:29][cH:30][cH:31]1>>[CH2:1]([CH3:2])[CH:3]([CH2:4][O:5][S:15](=[O:16])(=[O:17])[c:18]1[cH:19][cH:20][c:21]([CH3:22])[cH:23][cH:24]1)[CH2:6][O:7][CH2:8][c:9]1[cH:10][cH:11][cH:12][cH:13][cH:14]1. Starting materials: Cl.C(=O)(OC(C)(C)C)NCCCCCCN (N-Boc 1,6-diaminohexane hydrochloride), amine, [N+](=O)([O-])C1=C(C=CC=C1)S(=O)(=O)Cl (2-Nitrobenzenesulfonyl chloride). Solvent: C(Cl)Cl (methylene chloride). Reaction conditions: time 6 hour. Product: C(C)(C)(C)OC(NCCCCCCNS(=O)(=O)C1=C(C=CC=C1)[N+](=O)[O-])=O ([6-(2-Nitrobenzenesulfonylamino)-hexyl]-carbamic acid t-butyl Ester). Isolated yield 87.2%. Reaction SMILES: Cl.[C:2]([NH:9][CH2:10][CH2:11][CH2:12][CH2:13][CH2:14][CH2:15][NH2:16])([O:4][C:5]([CH3:8])([CH3:7])[CH3:6])=[O:3].[N+:17]([C:20]1[CH:25]=[CH:24][CH:23]=[CH:22][C:21]=1[S:26](Cl)(=[O:28])=[O:27])([O-:19])=[O:18]>C(Cl)Cl>[C:5]([O:4][C:2](=[O:3])[NH:9][CH2:10][CH2:11][CH2:12][CH2:13][CH2:14][CH2:15][NH:16][S:26]([C:21]1[CH:22]=[CH:23][CH:24]=[CH:25][C:20]=1[N+:17]([O-:19])=[O:18])(=[O:27])=[O:28])([CH3:6])([CH3:7])[CH3:8] |f:0.1|. Reported procedure: To a stirred solution of N-Boc 1,6-diaminohexane hydrochloride (1.51 g, 6 mmol) and triethyle amine (1.31 g, 13 mmol) in 50 mL methylene chloride was added 2-Nitrobenzenesulfonyl chloride (1.326 g, 6 mmol). The reaction mixture was stirred for 6 h at room temperature, quenched with brine, and extracted with methylene chloride (2×50 mL). The organic layer was washed with brine (a saturated solution of sodium chloride in water, unless otherwise specified), dried over anhydrous sodium sulfate, and ... Reactants: CN(C)C=O, O=C(Cl)C1CC1, Cc1nc2ccc(Oc3ccc(OC(F)(F)F)cc3)c(C(F)(F)F)c2c(O)c1C, [H-], [Na+], O. The product is Cc1nc2ccc(Oc3ccc(OC(F)(F)F)cc3)c(C(F)(F)F)c2c(OC(=O)C2CC2)c1C. Reaction SMILES: [CH3:39][N:40]([CH3:41])[CH:42]=[O:43].[CH:32]1([C:35](=[O:36])[Cl:37])[CH2:33][CH2:34]1.[F:1][C:2]([c:3]1[c:4]2[c:5]([OH:27])[c:6]([CH3:26])[c:7]([CH3:25])[n:8][c:9]2[cH:10][cH:11][c:12]1[O:13][c:14]1[cH:15][cH:16][c:17]([O:20][C:21]([F:22])([F:23])[F:24])[cH:18][cH:19]1)([F:28])[F:29].[H-:30].[Na+:31].[OH2:38]>>[F:1][C:2]([c:3]1[c:4]2[c:5]([O:27][C:35]([CH:32]3[CH2:33][CH2:34]3)=[O:36])[c:6]([CH3:26])[c:7]([CH3:25])[n:8][c:9]2[cH:10][cH:11][c:12]1[O:13][c:14]1[cH:15][cH:16][c:17]([O:20][C:21]([F:22])([F:23])[F:24])[cH:18][cH:19]1)([F:28])[F:29]. The reactants are C(C)NCC (diethylamine), C(C)(=O)OCC=1CS[C@H]2N(C1C(=O)O)C(C2NC(C(=NOCCBr)C=2N=C(SC2)NC(C2=CC=CC=C2)(C2=CC=CC=C2)C2=CC=CC=C2)=O)=O (3-acetoxymethyl-7-[2-(2-tritylamino-4-thiazolyl)-2-(2-bromoethoxyimino)-acetamido]-ceph-3-eme-4-carboxylic acid). Solvent: C(C)(=O)OCC (ethyl acetate). Yields the product C(C)(=O)OCC=1CS[C@H]2N(C1C(=O)O)C(C2NC(C(=NOCCBr)C=2N=C(SC2)NC(C2=CC=CC=C2)(C2=CC=CC=C2)C2=CC=CC=C2)=O)=O.C(C)NCC (diethylamine 3-acetoxymethyl-7-[2-(2-tritylamino-4-thiazolyl)-2-(2-bromoethoxyimino)-acetamido]-ceph-3-eme-4-carboxylate). RXN SMILES: [CH2:1]([NH:3][CH2:4][CH3:5])[CH3:2].[C:6]([O:9][CH2:10][C:11]1[CH2:12][S:13][C@@H:14]2[CH:21]([NH:22][C:23](=[O:55])[C:24]([C:30]3[N:31]=[C:32]([NH:35][C:36]([C:49]4[CH:54]=[CH:53][CH:52]=[CH:51][CH:50]=4)([C:43]4[CH:48]=[CH:47][CH:46]=[CH:45][CH:44]=4)[C:37]4[CH:42]=[CH:41][CH:40]=[CH:39][CH:38]=4)[S:33][CH:34]=3)=[N:25][O:26][CH2:27][CH2:28][Br:29])[C:20](=[O:56])[N:15]2[C:16]=1[C:17]([OH:19])=[O:18])(=[O:8])[CH3:7]>C(OCC)(=O)C>[C:6]([O:9][CH2:10][C:11]1[CH2:12][S:13][C@@H:14]2[CH:21]([NH:22][C:23](=[O:55])[C:24]([C:30]3[N:31]=[C:32]([NH:35][C:36]([C:49]4[CH:50]=[CH:51][CH:52]=[CH:53][CH:54]=4)([C:37]4[CH:38]=[CH:39][CH:40]=[CH:41][CH:42]=4)[C:43]4[CH:44]=[CH:45][CH:46]=[CH:47][CH:48]=4)[S:33][CH:34]=3)=[N:25][O:26][CH2:27][CH2:28][Br:29])[C:20](=[O:56])[N:15]2[C:16]=1[C:17]([OH:19])=[O:18])(=[O:8])[CH3:7].[CH2:1]([NH:3][CH2:4][CH3:5])[CH3:2] |f:3.4|. Procedure details: 0.12 ml of diethylamine was added to a solution of 0.79 g of syn isomer of 3-acetoxymethyl-7-[2-(2-tritylamino-4-thiazolyl)-2-(2-bromoethoxyimino)-acetamido]-ceph-3-eme-4-carboxylic acid in 5 ml of ethyl acetate and the mixture was stirred and vacuum filtered. The recovered product was rinsed with ethyl acetate and dried to obtain the syn isomer of diethylamine 3-acetoxymethyl-7-[2-(2-tritylamino-4-thiazolyl)-2-(2-bromoethoxyimino)-acetamido]-ceph-3-eme-4-carboxylate.